This data is from the Open Reaction Database (ORD), a public repository of structured organic reaction records. The task is: describe an organic reaction: reactants, conditions, products, and yield RXN SMILES: [O:1]=[C:2]([CH:4]=[C:5]([CH3:7])[CH3:6])[CH3:3].[C:8]12([O:18][OH:19])[CH2:16][CH:12]([C:13]1([CH3:15])[CH3:14])[CH2:11][CH2:10][CH:9]2[CH3:17].S(=O)(=O)(O)O>>[CH3:6][C:5]([O:19][O:18][C:8]12[CH2:16][CH:12]([C:13]1([CH3:14])[CH3:15])[CH2:11][CH2:10][CH:9]2[CH3:17])([CH2:4][C:2](=[O:1])[CH3:3])[CH3:7]. Starting materials: O=C(C)C=C(C)C (mesityl oxide), C12(C(CCC(C1(C)C)C2)C)OO (pinanyl hydroperoxide), S(O)(O)(=O)=O (sulfuric acid). The yield is 56.9%. Product: CC(C)(CC(C)=O)OOC12C(CCC(C1(C)C)C2)C (2-METHYL-2-PINANYLPEROXY-4-PENTANONE). Conditions: temperature 25 celsius, time 16 hour. Procedure: A mixture of 11.8 g. (0.12 mole) of mesityl oxide and 25.40 g. (0.15 mole) of pinanyl hydroperoxide was stirred at 0° C. while 2.0 g. of 77% sulfuric acid solution was slowly added. The reaction mixture was allowed to warm slowly to 25° C. and stirred for a total of 16 hours. The organic layer was taken up in 30 ml. of ether and washed with water, 5% sodium hydroxide solution and again with water to pH 8. The mixture was then subjected to steam distillation in the presence of sodium bicarbonate ... Yields the product COC=1C=C(C(=O)NC2=NN3C(C=CC=C3C=3NC=CC3)=N2)C=CC1 (3-methoxy-N-[5-(1H-pyrrol-2-yl)[1,2,4]triazolo[1,5-a]pyridin-2-yl]-benzamide). RXN SMILES: [NH2:1][C:2]1[N:22]=[C:5]2[CH:6]=[CH:7][CH:8]=[C:9]([C:10]3[N:11](C(OC(C)(C)C)=O)[CH:12]=[CH:13][CH:14]=3)[N:4]2[N:3]=1.[C:23](Cl)(=[O:32])[C:24]1[CH:29]=[CH:28][CH:27]=[C:26]([O:30][CH3:31])[CH:25]=1>>[CH3:31][O:30][C:26]1[CH:25]=[C:24]([CH:29]=[CH:28][CH:27]=1)[C:23]([NH:1][C:2]1[N:22]=[C:5]2[CH:6]=[CH:7][CH:8]=[C:9]([C:10]3[NH:11][CH:12]=[CH:13][CH:14]=3)[N:4]2[N:3]=1)=[O:32]. Procedure details: The title compound was prepared following procedure described for intermediate B1, but starting from tert-butyl 2-(2-amino[1,2,4]triazolo[1,5-a]pyridin-5-yl)-1H-pyrrole-1-carboxylate ((A6), 50 mg; 0.17 mmol; 1.0 eq.) and m-anisoyl chloride (57 mg; 0.33 mmol; 2.0 eq.). Further treatment with a DCM/TFA solution (2:1) and purification by flash chromatography on silica (EtOAc/c-Hex, gradient from 50:60 to 80:20) gave the title compound as a white solid (23.1 mg, 41%). HPLC, Rt: 3.40 min. (purity 94.... The yield is 40.8%. Reactants: intermediate B1, NC1=NN2C(C=CC=C2C=2N(C=CC2)C(=O)OC(C)(C)C)=N1 (tert-butyl 2-(2-amino[1,2,4]triazolo[1,5-a]pyridin-5-yl)-1H-pyrrole-1-carboxylate), C(C1=CC(=CC=C1)OC)(=O)Cl (m-anisoyl chloride). Reactants: Cl.C(CCC)C1=CSC2=C1C=C(C=C2)NN (3-butyl-5-hydrazinobenzothiophene hydrochloride), CN1CCC(CC1)=O (1-methyl-4-piperidone). Solvent: C(CO)O (ethylene glycol). Conditions: temperature 100 celsius. Yields the product C(CCC)C1=CSC=2C1=C1C3=C(NC1=CC2)CCN(C3)C (1-Butyl-9-methyl-7,8,9,10-tetrahydrothieno[3,2-e]pyrido[4,3-b]indole). RXN SMILES: Cl.[CH2:2]([C:6]1[C:10]2[CH:11]=[C:12]([NH:15]N)[CH:13]=[CH:14][C:9]=2[S:8][CH:7]=1)[CH2:3][CH2:4][CH3:5].[CH3:17][N:18]1[CH2:23][CH2:22][C:21](=O)[CH2:20][CH2:19]1>C(O)CO>[CH2:2]([C:6]1[C:10]2=[C:11]3[C:12](=[CH:13][CH:14]=[C:9]2[S:8][CH:7]=1)[NH:15][C:21]1[CH2:22][CH2:23][N:18]([CH3:17])[CH2:19][C:20]3=1)[CH2:3][CH2:4][CH3:5] |f:0.1|. Reported procedure: The compound is formed analogously to that described in Example 5, from 25.6 g of 3-butyl-5-hydrazinobenzothiophene hydrochloride and 13.5 g of 1-methyl-4-piperidone in ethylene glycol, the mixture being heated to 100° C. for 30 minutes and then to 180° C. Melting point: 192°-193° C.